Dataset: the Open Reaction Database (ORD), a public repository of structured organic reaction records. Task: describe an organic reaction: reactants, conditions, products, and yield Starting materials: [BH3-]C#N, CC(=O)O, CO, CC(C(=O)O)N1CCSCC(N)C1=O, [Na+], CCOC(=O)C(=O)CCc1ccccc1. The product is CCOC(=O)C(CCc1ccccc1)NC1CSCCN(C(C)C(=O)O)C1=O. Reaction SMILES: [C:34]([BH3-:35])#[N:36].[CH3:30][C:31](=[O:32])[OH:33].[CH3:38][OH:39].[NH2:1][CH:2]1[C:3](=[O:14])[N:4]([CH:9]([CH3:10])[C:11](=[O:12])[OH:13])[CH2:5][CH2:6][S:7][CH2:8]1.[Na+:37].[O:15]=[C:16]([C:17](=[O:18])[O:19][CH2:20][CH3:21])[CH2:22][CH2:23][c:24]1[cH:25][cH:26][cH:27][cH:28][cH:29]1>>[NH:1]([CH:2]1[C:3](=[O:14])[N:4]([CH:9]([CH3:10])[C:11](=[O:12])[OH:13])[CH2:5][CH2:6][S:7][CH2:8]1)[CH:16]([C:17](=[O:18])[O:19][CH2:20][CH3:21])[CH2:22][CH2:23][c:24]1[cH:25][cH:26][cH:27][cH:28][cH:29]1. Reactants: BrC=1C=C2C(=NC1)C(C1=C(CC2)C=C(C=C1Cl)Cl)C1CCN(CC1)C(CC1CN(CC1)C(OC1=CC=CC=C1)=NC#N)=O (Phenyl 3-[2-[4-(3-bromo-8,10-dichloro-6,11-dihydro-5H benzo[5,6]cyclohepta[1,2-b]pyridin-11-yl)-1-piperidinyl]-2-oxoethyl]-N-cyano-1-pyrrolidinecarboximidate), O.NN (Hydrazine hydrate). Solvent: CO (CH3OH). Reaction conditions: temperature 25 celsius, time 1 hour. Yields the product BrC=1C=C2C(=NC1)C(C1=C(CC2)C=C(C=C1Cl)Cl)C1CCN(CC1)C(CC1CN(CC1)C1=NC(=NN1)N)=O (5-[3-[2-[4-(3-Bromo-8,10-dichloro-6,11-dihydro-5H-benzo[5,6]cyclohepta[1,2-b]pyridin-11-yl)-1-piperidinyl]-2-oxoethyl]-1-pyrrolidinyl]-3-amino-1,2,4-triazole). As a reaction SMILES: [Br:1][C:2]1[CH:3]=[C:4]2[CH2:12][CH2:11][C:10]3[CH:13]=[C:14]([Cl:18])[CH:15]=[C:16]([Cl:17])[C:9]=3[CH:8]([CH:19]3[CH2:24][CH2:23][N:22]([C:25](=O)[CH2:26][CH:27]4[CH2:31][CH2:30][N:29]([C:32](=[N:40][C:41]#[N:42])OC5C=CC=CC=5)[CH2:28]4)[CH2:21][CH2:20]3)[C:5]2=[N:6][CH:7]=1.[OH2:44].[NH2:45][NH2:46]>CO>[Br:1][C:2]1[CH:3]=[C:4]2[CH2:12][CH2:11][C:10]3[CH:13]=[C:14]([Cl:18])[CH:15]=[C:16]([Cl:17])[C:9]=3[CH:8]([CH:19]3[CH2:24][CH2:23][N:22]([C:25](=[O:44])[CH2:26][CH:27]4[CH2:31][CH2:30][N:29]([C:32]5[NH:46][N:45]=[C:41]([NH2:42])[N:40]=5)[CH2:28]4)[CH2:21][CH2:20]3)[C:5]2=[N:6][CH:7]=1 |f:1.2|. Procedure: The product of Example 7 (1 equivalent) is dissolved in CH3OH. Hydrazine hydrate (1 equivalent) is added and the mixture is stirred at 25° C. for 1 h. The mixture is evaporated to dryness and chromatographed on silica gel to give the title compound. Starting materials: CC(C)(C)OC(NC(C(C)C1=CC=CC=C1)C(=O)N1CCC2(CC1)CC(C1=CC=CC=C12)=O)=O (N-[1(R,S)-[(2,3-dihydro-3-oxospiro[1H-indene-1,4'-piperidin]-1'-yl)carbonyl]-2-phenylpropyl]carbamic acid 1,1-dimethylethyl ester), C(=O)(OC(C)(C)C)NC(C)(C(=O)O)C (Boc alpha methyl alanine). Product: O=C1CC2(CCN(CC2)C(=O)C(C(C)C2=CC=CC=C2)NC(C(C)(C)NC(=O)OC(C)(C)C)=O)C2=CC=CC=C12 (N-[1(R,S)-[(2,3-dihydro-3-oxospiro[1H-indene-1,4'-piperidin]-1'-yl)carbonyl]-2-phenylpropyl]-2-[[1,1-dimethylethyloxycarbonyl]amino]-2-methylpropanamide). The yield is 64.8%. Reaction SMILES: CC(OC(=O)[NH:7][CH:8]([C:17]([N:19]1[CH2:24][CH2:23][C:22]2([C:32]3[C:27](=[CH:28][CH:29]=[CH:30][CH:31]=3)[C:26](=[O:33])[CH2:25]2)[CH2:21][CH2:20]1)=[O:18])[CH:9]([C:11]1[CH:16]=[CH:15][CH:14]=[CH:13][CH:12]=1)[CH3:10])(C)C.[C:35]([NH:42][C:43]([CH3:48])([C:45]([OH:47])=O)[CH3:44])([O:37][C:38]([CH3:41])([CH3:40])[CH3:39])=[O:36]>>[O:33]=[C:26]1[C:27]2[C:32](=[CH:31][CH:30]=[CH:29][CH:28]=2)[C:22]2([CH2:21][CH2:20][N:19]([C:17]([CH:8]([NH:7][C:45](=[O:47])[C:43]([NH:42][C:35]([O:37][C:38]([CH3:39])([CH3:40])[CH3:41])=[O:36])([CH3:44])[CH3:48])[CH:9]([C:11]3[CH:12]=[CH:13][CH:14]=[CH:15][CH:16]=3)[CH3:10])=[O:18])[CH2:24][CH2:23]2)[CH2:25]1. Reported procedure: The title compound (236 mg, 0.431 mmol) was prepared from 316 mg (0.665 mmol) of the intermediate from Step A and 148 mg (0.731 mmol) of Boc alpha methyl alanine according to the procedure described in Example 1 (Step A). The reactants are C(=C)[Mg]Br (vinylmagnesium bromide), CON(C(C(CC1CCOCC1)(C1=NC=C(C=C1)SC)C)=O)C (N-methoxy-N,2-dimethyl-2-[5-(methylsulfanyl)pyridin-2-yl]-3-(tetrahydro-2H-pyran-4-yl)propanamide), Cl (hydrochloric acid). Run in O1CCCC1 (tetrahydrofuran). Conditions: time 3 hour. Yields the product CC(C(C=C)=O)(CC1CCOCC1)C1=NC=C(C=C1)SC (4-methyl-4-[5-(methylsulfanyl)pyridin-2-yl]-5-(tetrahydro-2H-pyran-4-yl)pent-1-en-3-one). Isolated yield 69.0%. RXN SMILES: CON(C)[C:4](=[O:22])[C:5]([CH3:21])([C:13]1[CH:18]=[CH:17][C:16]([S:19][CH3:20])=[CH:15][N:14]=1)[CH2:6][CH:7]1[CH2:12][CH2:11][O:10][CH2:9][CH2:8]1.[CH:24]([Mg]Br)=[CH2:25].Cl>O1CCCC1>[CH3:21][C:5]([C:13]1[CH:18]=[CH:17][C:16]([S:19][CH3:20])=[CH:15][N:14]=1)([CH2:6][CH:7]1[CH2:8][CH2:9][O:10][CH2:11][CH2:12]1)[C:4](=[O:22])[CH:24]=[CH2:25]. Procedure details: A solution of N-methoxy-N,2-dimethyl-2-[5-(methylsulfanyl)pyridin-2-yl]-3-(tetrahydro-2H-pyran-4-yl)propanamide (401 mg) in tetrahydrofuran (4.8 mL) was cooled to 0° C., and vinylmagnesium bromide (1.0M tetrahydrofuran solution, 4.76 mL) was added dropwise thereto. The reaction mixture was stirred at room temperature for 3 hr, and poured into 1M hydrochloric acid, and the mixture was stirred for 30 min. The reaction mixture was extracted with ethyl acetate, and the ethyl acetate layer was washed... Starting materials: C(C1=CC=CC=C1)O (benzyl alcohol), CN1C=NC=C1 (N-methylimidazole), aqueous solution, [OH-].[Na+] (sodium hydroxide), resultant solution, CN1C=NC=C1 (N-methylimidazole), C1(CC1)(C(=O)O)C(=O)O (1,1-Cyclopropanedicarboxylic acid), S(=O)(Cl)Cl (thionyl chloride). Solvent: COC(C)(C)C (tert-Butyl methyl ether), C(C)#N (acetonitrile). Yields the product C(C1=CC=CC=C1)OC(=O)C1(CC1)C(=O)O (1-(Benzyloxycarbonyl)cyclopropanecarboxylic acid). Isolated yield 69.7%. RXN SMILES: [C:1]1([C:7]([OH:9])=[O:8])([C:4]([OH:6])=[O:5])[CH2:3][CH2:2]1.CN1C=CN=C1.S(Cl)(Cl)=O.[CH2:20](O)[C:21]1[CH:26]=[CH:25][CH:24]=[CH:23][CH:22]=1.[OH-].[Na+]>C(#N)C.COC(C)(C)C>[CH2:20]([O:5][C:4]([C:1]1([C:7]([OH:9])=[O:8])[CH2:3][CH2:2]1)=[O:6])[C:21]1[CH:26]=[CH:25][CH:24]=[CH:23][CH:22]=1 |f:4.5|. Reported procedure: 1,1-Cyclopropanedicarboxylic acid (50 g) was dissolved in acetonitrile (500 ml) under a nitrogen atmosphere, and N-methylimidazole (31 ml) was added dropwise with stirring and cooling in an ice water bath. After stirring at the same temperature for 30 minutes, thionyl chloride (29 ml) was added dropwise. After stirring at the same temperature for 30 minutes, a mixed solution of benzyl alcohol (45.7 g) and N-methylimidazole (31 ml) was added with cooling in an ice water bath, and the reaction mix... The reactants are C(CCCCCO)O (1,6-hexan-diol), [H-].[Na+] (NaH), C1=CC=C(C=C1)CBr (BnBr). The solvent is C1CCOC1 (THF). Run at time 30 minute. Yields the product C(C1=CC=CC=C1)OCCCCCCO (6-(benzyloxy)hexan-1-ol). Reaction SMILES: [CH2:1]([OH:8])[CH2:2][CH2:3][CH2:4][CH2:5][CH2:6][OH:7].[H-].[Na+].[CH:11]1[CH:16]=[CH:15][C:14]([CH2:17]Br)=[CH:13][CH:12]=1>C1COCC1>[CH2:17]([O:7][CH2:6][CH2:5][CH2:4][CH2:3][CH2:2][CH2:1][OH:8])[C:14]1[CH:15]=[CH:16][CH:11]=[CH:12][CH:13]=1 |f:1.2|. Reported procedure: To a stirred solution of 1,6-hexan-diol in dry THF at 0° C., NaH (1.1 equiv) was added. After stirring for 30 min, BnBr (1 equiv) was added slowly dropwise using a syringe and stirred for additional 3 h. After completion of the reaction (monitored by TLC), it was quenched with ice and the organic layer was extracted using ether and washed with brine and dried over anhydrous Na2SO4. The solvent was removed in vacuum and concentrated. The crude was purified by chromatographic technique (EtOAc:pet ... Starting materials: C, CC(=O)c1ccc(Nc2cc(CCc3ccccc3)ccc2C(=O)O)cc1, CO, CCOC(C)=O, [Pd]. The product is CCc1ccc(Nc2cc(CCc3ccccc3)ccc2C(=O)O)cc1. As a reaction SMILES: [C:30].[C:3]([CH3:4])(=[O:5])[c:6]1[cH:7][cH:8][c:9]([NH:10][c:11]2[c:12]([C:13](=[O:14])[OH:15])[cH:16][cH:17][c:18]([CH2:20][CH2:21][c:22]3[cH:23][cH:24][cH:25][cH:26][cH:27]3)[cH:19]2)[cH:28][cH:29]1.[CH3:1][OH:2].[CH3:32][CH2:33][O:34][C:35](=[O:36])[CH3:37].[Pd:31]>>[CH2:3]([CH3:4])[c:6]1[cH:7][cH:8][c:9]([NH:10][c:11]2[c:12]([C:13](=[O:14])[OH:15])[cH:16][cH:17][c:18]([CH2:20][CH2:21][c:22]3[cH:23][cH:24][cH:25][cH:26][cH:27]3)[cH:19]2)[cH:28][cH:29]1. Reactants: O=C([O-])[O-], CS(=O)(=O)OCCCC(F)(F)Br, COc1ccc2nc(S)oc2c1, CC(C)=O, [K+], [K+]. The product is COc1ccc2nc(SCCCC(F)(F)Br)oc2c1. RXN SMILES: [C:25](=[O:26])([O-:27])[O-:28].[CH3:13][S:14]([O:15][CH2:18][CH2:19][CH2:20][C:21]([F:22])([F:23])[Br:24])(=[O:16])=[O:17].[CH3:1][O:2][c:3]1[cH:4][c:5]2[c:6]([n:7][c:8]([SH:10])[o:9]2)[cH:11][cH:12]1.[CH3:31][C:32](=[O:33])[CH3:34].[K+:29].[K+:30]>>[CH3:1][O:2][c:3]1[cH:4][c:5]2[c:6]([n:7][c:8]([S:10][CH2:18][CH2:19][CH2:20][C:21]([F:22])([F:23])[Br:24])[o:9]2)[cH:11][cH:12]1.